This data is from the Open Reaction Database (ORD), a public repository of structured organic reaction records. The task is: describe an organic reaction: reactants, conditions, products, and yield Starting materials: CN1CCOCC1 (N-methyl morpholine), C(C=C)Cl (allyl chloride). Yields the product [Cl-].C(C=C)[N+]1(CCOCC1)C (Allyl methyl morpholinium chloride). RXN SMILES: [CH3:1][N:2]1[CH2:7][CH2:6][O:5][CH2:4][CH2:3]1.[CH2:8]([Cl:11])[CH:9]=[CH2:10]>>[Cl-:11].[CH2:8]([N+:2]1([CH3:1])[CH2:7][CH2:6][O:5][CH2:4][CH2:3]1)[CH:9]=[CH2:10] |f:2.3|. Procedure: 20.2 grams of N-methyl morpholine was added to 50 grams of allyl chloride. A crystalline solid separated within 2 hours. After 18 days at 25° C. the solid was separated, washed with ethyl acetate, and dried. The product melted at 175°-185° C. with decomposition and contained 100.5% of the theoretical chloride content. Reactants: O (water), OC1=CC=C(C=C1)SC1CCCC=2C=CC=NC12 (8-(4-hydroxyphenylthio)-5,6,7,8-tetrahydroquinoline), [N+](=O)([O-])[O-].[Na+] (sodium nitrate), [N+](=O)([O-])[O-].[La+3].[N+](=O)([O-])[O-].[N+](=O)([O-])[O-] (lanthanum nitrate). Solvent: CCOCC (ether), Cl (hydrochloric acid). Reaction conditions: time 24 hour. Yields the product OC1=C(C=C(C=C1)SC1CCCC=2C=CC=NC12)[N+](=O)[O-] (8-(4-hydroxy-3-nitrophenylthio)-5,6,7,8-tetrahydroquinoline). Yield: 31.9%. As a reaction SMILES: [OH:1][C:2]1[CH:7]=[CH:6][C:5]([S:8][CH:9]2[C:18]3[N:17]=[CH:16][CH:15]=[CH:14][C:13]=3[CH2:12][CH2:11][CH2:10]2)=[CH:4][CH:3]=1.[N+:19]([O-])([O-:21])=[O:20].[Na+].[N+]([O-])([O-])=O.[La+3].[N+]([O-])([O-])=O.[N+]([O-])([O-])=O.O>CCOCC.Cl>[OH:1][C:2]1[CH:7]=[CH:6][C:5]([S:8][CH:9]2[C:18]3[N:17]=[CH:16][CH:15]=[CH:14][C:13]=3[CH2:12][CH2:11][CH2:10]2)=[CH:4][C:3]=1[N+:19]([O-:21])=[O:20] |f:1.2,3.4.5.6|. Reported procedure: 15.0 g (58 mmol) of 8-(4-hydroxyphenylthio)-5,6,7,8-tetrahydroquinoline in 90 ml of ether were added dropwise to a stirred solution of 4.96 g (58 mmol) of sodium nitrate and 0.25 g (58 mmol) of lanthanum nitrate in 60 ml of 5.5N hydrochloric acid at 0° to 5° C. in an ice-bath. Stirring was then continued under nitrogen for 24 hours, after which water was added and the mixture was extracted with chloroform. Removal of solvent left a yellow oil which was purified by flash chromatography (Kieselgel... Reactants: ethyl-2-cyclooctanone carboxylate, C(O)(O)=O.NC(=N)N (guanidine carbonate), C=1(C(=CC=CC1)C)C (xylene). Product: NC=1N=C(C2=C(N1)CCCCCC2)O (2-amino-5,6,7,8,9,10-hexahydrocycloocta (d) pyrimidin-4-ol). As a reaction SMILES: [C:1](=[O:4])(O)O.[NH2:5][C:6]([NH2:8])=[NH:7].[C:9]1([CH3:16])[C:10]([CH3:15])=[CH:11][CH:12]=[CH:13][CH:14]=1>>[NH2:7][C:6]1[N:8]=[C:1]([OH:4])[C:9]2[CH2:16][CH2:15][CH2:10][CH2:11][CH2:12][CH2:13][C:14]=2[N:5]=1 |f:0.1|. Procedure: A mixture of ethyl-2-cyclooctanone carboxylate (3.5 g) and guanidine carbonate (3.82 g) in xylene (50 ml) was refluxed overnight; after cooling the white solid was collected by filtration, washed with water, and dried to yield 2.0 g of product. Reactants: CCl (methyl chloride), C(C1=CC=CC=C1)C(C(=O)OCC=C)(O)C1=CC=CC=C1 (allyl α-benzyl-α-hydroxyphenylacetate), sodium hydride-paraffin. The solvent is CN(C=O)C (dimethylformamide), CN(C=O)C (dimethylformamide), ice water. Reaction conditions: time 1 hour. The product is C(C1=CC=CC=C1)C(C(=O)OCC=C)(OC)C1=CC=CC=C1 (allyl α-benzyl-α-methoxyphenylacetate). As a reaction SMILES: [CH2:1]([C:8]([C:16]1[CH:21]=[CH:20][CH:19]=[CH:18][CH:17]=1)([OH:15])[C:9]([O:11][CH2:12][CH:13]=[CH2:14])=[O:10])[C:2]1[CH:7]=[CH:6][CH:5]=[CH:4][CH:3]=1.[CH3:22]Cl>CN(C)C=O>[CH2:1]([C:8]([C:16]1[CH:21]=[CH:20][CH:19]=[CH:18][CH:17]=1)([O:15][CH3:22])[C:9]([O:11][CH2:12][CH:13]=[CH2:14])=[O:10])[C:2]1[CH:3]=[CH:4][CH:5]=[CH:6][CH:7]=1. Procedure: Into a suspension of 0.75 g of 66% sodium hydride-paraffin in 20 cc of dimethylformamide was added a solution of 5.6 g of allyl α-benzyl-α-hydroxyphenylacetate in 10 cc of dimethylformamide under cooling, and the mixture was stirred for 1 hour. Successively, methyl chloride was introduced into the mixture. The reaction mixture was poured in ice-water and the resultant was subjected to extraction with ether. The ether extract was washed with an aqueous solution saturated with sodium chloride, and... Starting materials: C(C)(C)(C)OC(=O)N1C(NC2C1CCC2)=O ((rac)-(3aSR,6aRS)-2-oxo-hexahydro-cyclopentaimidazole-1-carboxylic acid tert-butyl ester), BrCCOC (1-bromo-2-methoxyethane). The product is C(C)(C)(C)OC(=O)N1C(N(C2C1CCC2)CCOC)=O ((rac)-(3aSR,6aRS)-3-(2-Methoxy-ethyl)-2-oxo-hexahydro-cyclopentaimidazole-1-carboxylic acid tert-butyl ester). Reaction SMILES: [C:1]([O:5][C:6]([N:8]1[CH:12]2[CH2:13][CH2:14][CH2:15][CH:11]2[NH:10][C:9]1=[O:16])=[O:7])([CH3:4])([CH3:3])[CH3:2].Br[CH2:18][CH2:19][O:20][CH3:21]>>[C:1]([O:5][C:6]([N:8]1[CH:12]2[CH2:13][CH2:14][CH2:15][CH:11]2[N:10]([CH2:18][CH2:19][O:20][CH3:21])[C:9]1=[O:16])=[O:7])([CH3:4])([CH3:2])[CH3:3]. Procedure details: The title compound was prepared in accordance with the general method of example 1, step 2 starting from (rac)-(3aSR,6aRS)-2-oxo-hexahydro-cyclopentaimidazole-1-carboxylic acid tert-butyl ester (Example 1, step 1) and using 1-bromo-2-methoxyethane instead of iodoethane to yield the desired product as a light yellow oil which was directly used in the next step without further characterisation. Reactants: CO (methanol), C([O-])([O-])=O.[Na+].[Na+] (sodium carbonate), S(O)(O)(=O)=O (sulfuric acid), COC1=C(C=C(C2=C1OCCO2)C(=O)O)S(N)(=O)=O (8-methoxy-7-sulfamoyl-1,4-benzodioxane-5-carboxylic acid). The solvent is O (water). The product is COC(=O)C1=CC(=C(C=2OCCOC21)OC)S(N)(=O)=O (methyl-8-methoxy-7-sulfamoyl-1,4-benzodioxane-5-carboxylate). Isolated yield 96.5%. As a reaction SMILES: CO.S(=O)(=O)(O)O.[CH3:8][O:9][C:10]1[C:15]2[O:16][CH2:17][CH2:18][O:19][C:14]=2[C:13]([C:20]([OH:22])=[O:21])=[CH:12][C:11]=1[S:23](=[O:26])(=[O:25])[NH2:24].[C:27](=O)([O-])[O-].[Na+].[Na+]>O>[CH3:27][O:21][C:20]([C:13]1[C:14]2[O:19][CH2:18][CH2:17][O:16][C:15]=2[C:10]([O:9][CH3:8])=[C:11]([S:23](=[O:26])(=[O:25])[NH2:24])[CH:12]=1)=[O:22] |f:3.4.5|. Procedure details: 396 g of methanol were introduced into a balloon flask provided with a condenser and then 51 g of sulfuric acid and 114.5 g of 8-methoxy-7-sulfamoyl-1,4-benzodioxane-5-carboxylic acid were added while cooling. The mixture was heated under reflux and then poured into 485 cm3 of water and 40 g of sodium carbonate. The precipitate was dried off, washed and dried. 110.5 g of methyl-8-methoxy-7-sulfamoyl-1,4-benzodioxane-5-carboxylate were obtained (M.P.: 202°-203° C.; yield: 92%).